describe an organic reaction: reactants, conditions, products, and yield From a dataset of the Open Reaction Database (ORD), a public repository of structured organic reaction records. Reactants: C(C=1C(N)=CC=CC1)(=O)O (anthranilic acid), C([O-])([O-])=O.[Na+].[Na+] (sodium carbonate), C(=O)(Cl)Cl (phosgene), C1(=CC=CC=C1)C (toluene). Run at time 8 hour. The product is CC1=CC=C2C(C(=O)OC(N2)=O)=C1 (5-Methyl-isatoic anhydride). As a reaction SMILES: [C:1]([OH:10])(=[O:9])[C:2]1[C:3](=[CH:5][CH:6]=[CH:7][CH:8]=1)[NH2:4].[C:11](=[O:14])([O-])[O-].[Na+].[Na+].[C:17](Cl)(Cl)=O.C1(C)C=CC=CC=1>>[CH3:17][C:7]1[CH:8]=[C:2]2[C:1]([O:10][C:11](=[O:14])[NH:4][C:3]2=[CH:5][CH:6]=1)=[O:9] |f:1.2.3|. Reported procedure: To an aqueous solution of anthranilic acid (100 g, 0.66 mol) and sodium carbonate (0.7 mol) a solution of phosgene in toluene (362 mL, 1.93 M, 0.7 mol) was added dropwise under vigorous stirring. The reaction becomes a suspension and is stirred for additional 8 hours and filtered. The residue was treated with aqueous Na2CO3 and filtered. Washed with water (4×150 mL) and dried. Reactants: BrC=1C(=C2C(=CC(OC2=CC1C)=O)C1=CC(=CC=C1)[N+](=O)[O-])C (6-Bromo-5,7-dimethyl-4-(3-nitrophenyl)-2H-chromen-2-one), CCOC(=O)C (EtOAc), C(=O)([O-])[O-].[Na+].[Na+] (Na2CO3). The reagents and catalysts are [Fe] (iron). Run in CCO (EtOH), C(C)(=O)O (acetic acid), O (water). Reaction conditions: temperature 110 celsius. Product: NC=1C=C(C=CC1)C1=CC(OC2=CC(=C(C(=C12)C)Br)C)=O (4-(3-Aminophenyl)-6-bromo-5,7-dimethyl-2H-chromen-2-one). Isolated yield 17.2%. As a reaction SMILES: [Br:1][C:2]1[C:3]([CH3:23])=[C:4]2[C:9](=[CH:10][C:11]=1[CH3:12])[O:8][C:7](=[O:13])[CH:6]=[C:5]2[C:14]1[CH:19]=[CH:18][CH:17]=[C:16]([N+:20]([O-])=O)[CH:15]=1.CCOC(C)=O.C([O-])([O-])=O.[Na+].[Na+]>CCO.C(O)(=O)C.O.[Fe]>[NH2:20][C:16]1[CH:15]=[C:14]([C:5]2[C:4]3[C:9](=[CH:10][C:11]([CH3:12])=[C:2]([Br:1])[C:3]=3[CH3:23])[O:8][C:7](=[O:13])[CH:6]=2)[CH:19]=[CH:18][CH:17]=1 |f:2.3.4|. Procedure: To a stirred solution of 6-bromo-5,7-dimethyl-4-(3-nitrophenyl)-2H-chromen-2-one (6-3) (15.41 g, 41.18 mmol) in EtOH (100 mL) and acetic acid (40 mL) was added iron (11.50 g, 205.9 mmol) at room temperature. The mixture was heated at 110° C. for 2 h. The reaction mixture was cooled at room temperature and filtrated. To the filtrate was added EtOAc and Na2CO3 (37 g, 0.35 mol) in water (200 mL). After being stirred at room temperature, the mixture was filtrated. Then the filtrated was diluted with... The reactants are CC(C)(C1=CC=C(C=C1)OCC2CO2)C3=CC=C(C=C3)OCC4CO4 (diglycidyl ether of Bisphenol A), epoxide, 186, CCC (propane), C(C1CO1)OCC1CO1 (glycidyl ether). Reaction conditions: temperature 230 fahrenheit. Product: C1=CC=C(C(=C1)C2=CC(=CC=C2)O)O (diphenol). Reaction SMILES: C[C:2]([C:15]1[CH:20]=[CH:19][C:18](OCC2OC2)=[CH:17][CH:16]=1)([C:4]1[CH:9]=[CH:8][C:7]([O:10]CC2OC2)=[CH:6]C=1)C.CCC.C(OCC1OC1)C1[O:32]C1>>[CH:17]1[CH:16]=[C:15]([C:2]2[CH:4]=[CH:9][CH:8]=[C:7]([OH:10])[CH:6]=2)[C:20]([OH:32])=[CH:19][CH:18]=1. Procedure details: To a suitable reactor were added 885 parts of the diglycidyl ether of Bisphenol A having an epoxide equivalent weight of 186 and 615 parts of 2,2'-bis(3,5-dibromo, 4-hydroxyphenyl) propane. Heat and agitation were applied raising the temperature to 230° F. When solution of the diphenol in the glycidyl ether was obtained, heating was discontinued and 30 parts of a nonionic surfactant, made by polymerizing ethylene oxide with a condensate of propylene oxide with propylene glycol (plutonic F98, obt... Reactants: ClC1=CC=C(C=C1)C=1C(=C(N(N1)C)CO)C ([5-(4-chloro-phenyl)-2,4-dimethyl-2H-pyrazol-3-yl]-methanol), S(=O)(Cl)Cl (thionyl chloride). Yields the product ClCC1=C(C(=NN1C)C1=CC=C(C=C1)Cl)C (5-chloromethyl-3-(4-chloro-phenyl)-1,4-dimethyl-1H-pyrazole). As a reaction SMILES: [Cl:1][C:2]1[CH:7]=[CH:6][C:5]([C:8]2[C:9]([CH3:16])=[C:10]([CH2:14]O)[N:11]([CH3:13])[N:12]=2)=[CH:4][CH:3]=1.S(Cl)([Cl:19])=O>>[Cl:19][CH2:14][C:10]1[N:11]([CH3:13])[N:12]=[C:8]([C:5]2[CH:6]=[CH:7][C:2]([Cl:1])=[CH:3][CH:4]=2)[C:9]=1[CH3:16]. Procedure details: In analogy to the procedure described for example 1 b], [5-(4-chloro-phenyl)-2,4-dimethyl-2H-pyrazol-3-yl]-methanol was reacted with thionyl chloride for 20 min at 0° C. to give 5-chloromethyl-3-(4-chloro-phenyl)-1,4-dimethyl-1H-pyrazole as yellow oil.